This data is from the Open Reaction Database (ORD), a public repository of structured organic reaction records. The task is: describe an organic reaction: reactants, conditions, products, and yield Reagents/catalysts: [C].[Pd] (palladium-carbon). Run at time 6 hour. Run in O (water), C(C)O (ethanol), CO (methanol). Procedure details: To a suspension of 2-(4-fluoro-3-nitrophenyl)benzoxazole (see Working Example 15-2) (300 mg, 1.16 mmol) in ethanol (5 mL) was added potassium carbonate (176 mg, 1.28 mmol) and 3-phenylpropylamine (189 mg, 1.39 mmol), and this was heated to reflux for 3 hours. After the reaction was complete, this was cooled to room temperature, water was added, and the precipitated crystals were filtered, washed with water and then dried. To a tetrahydrofuran solution (5 mL) of the crystals obtained was added 10... Reaction SMILES: F[C:2]1[CH:7]=[CH:6][C:5]([C:8]2[O:9][C:10]3[CH:16]=[CH:15][CH:14]=[CH:13][C:11]=3[N:12]=2)=[CH:4][C:3]=1[N+:17]([O-])=O.C(=O)([O-])[O-].[K+].[K+].[C:26]1([CH2:32][CH2:33][CH2:34][NH2:35])[CH:31]=[CH:30][CH:29]=[CH:28][CH:27]=1.[H][H].CO[C:40](OC)(OC)[CH3:41]>C(O)C.CO.[C].[Pd].O>[O:9]1[C:10]2[CH:16]=[CH:15][CH:14]=[CH:13][C:11]=2[N:12]=[C:8]1[C:5]1[CH:6]=[CH:7][C:2]2[N:35]([CH2:34][CH2:33][CH2:32][C:26]3[CH:31]=[CH:30][CH:29]=[CH:28][CH:27]=3)[C:40]([CH3:41])=[N:17][C:3]=2[CH:4]=1 |f:1.2.3,9.10|. Starting materials: [H][H] (hydrogen), FC1=C(C=C(C=C1)C=1OC2=C(N1)C=CC=C2)[N+](=O)[O-] (2-(4-fluoro-3-nitrophenyl)benzoxazole), C([O-])([O-])=O.[K+].[K+] (potassium carbonate), C1(=CC=CC=C1)CCCN (3-phenylpropylamine), COC(C)(OC)OC (1,1,1-trimethoxyethane). Yield: 17.8%. Yields the product O1C(=NC2=C1C=CC=C2)C2=CC1=C(N(C(=N1)C)CCCC1=CC=CC=C1)C=C2 (5-(benzoxazol-2-yl)-2-methyl-1-(3-phenylpropyl)benzimidazole).